Dataset: the Open Reaction Database (ORD), a public repository of structured organic reaction records. Task: describe an organic reaction: reactants, conditions, products, and yield Starting materials: BrC1=NN(C2=CC=C(C=C12)C#N)C(=O)OC(C)(C)C (tert-butyl 3-bromo-5-cyano-1H-1-indazolecarboxylate), C(CCC)[Sn](C1=CC=CC=C1)(CCCC)CCCC (tri-n-butyl(phenyl)tin). The reagents and catalysts are C=1C=CC(=CC1)[P](C=2C=CC=CC2)(C=3C=CC=CC3)[Pd]([P](C=4C=CC=CC4)(C=5C=CC=CC5)C=6C=CC=CC6)([P](C=7C=CC=CC7)(C=8C=CC=CC8)C=9C=CC=CC9)[P](C=1C=CC=CC1)(C=1C=CC=CC1)C=1C=CC=CC1 (tetrakis(triphenylphosphine)palladium(0)). Run in CN(C=O)C (dimethylformamide). Run at temperature 150 celsius, time 45 minute. Yields the product C1(=CC=CC=C1)C1=NNC2=CC=C(C=C12)C#N (3-Phenyl-1H-5-indazolecarbonitrile). Yield: 57.3%. As a reaction SMILES: Br[C:2]1[C:10]2[C:5](=[CH:6][CH:7]=[C:8]([C:11]#[N:12])[CH:9]=2)[N:4](C(OC(C)(C)C)=O)[N:3]=1.C([Sn](CCCC)(CCCC)[C:25]1[CH:30]=[CH:29][CH:28]=[CH:27][CH:26]=1)CCC>CN(C)C=O.C1C=CC([P]([Pd]([P](C2C=CC=CC=2)(C2C=CC=CC=2)C2C=CC=CC=2)([P](C2C=CC=CC=2)(C2C=CC=CC=2)C2C=CC=CC=2)[P](C2C=CC=CC=2)(C2C=CC=CC=2)C2C=CC=CC=2)(C2C=CC=CC=2)C2C=CC=CC=2)=CC=1>[C:25]1([C:2]2[C:10]3[C:5](=[CH:6][CH:7]=[C:8]([C:11]#[N:12])[CH:9]=3)[NH:4][N:3]=2)[CH:30]=[CH:29][CH:28]=[CH:27][CH:26]=1 |^1:47,49,68,87|. Procedure details: To a solution of 300 mg of tert-butyl 3-bromo-5-cyano-1H-1-indazolecarboxylate produced in Production Example I-14-b in 10 ml dimethylformamide were added 376 mg of tri-n-butyl(phenyl)tin and 54 mg of tetrakis(triphenylphosphine)palladium(0), and the mixture was stirred at 150° C. for 45 minutes. After removing the solvent by distillation, the residue was dissolved in 1.5 ml of ethyl acetate and the mixture was adsorbed by 1.5 g of silica gel. The crude product was purified and separated by sili...